Dataset: the Open Reaction Database (ORD), a public repository of structured organic reaction records. Task: describe an organic reaction: reactants, conditions, products, and yield The reactants are O (water), [OH-].[Li+] (Lithium hydroxide), BrC1=C(NC2=CC=C(C=C12)NC(=O)OC(C)(C)C)C(=O)OCC (ethyl 3-bromo-5-({[(1,1-dimethylethyl)oxy]carbonyl}amino)-1H-indole-2-carboxylate), CO (methanol). Run in C1CCOC1 (THF). Conditions: time 8 hour. The product is BrC1=C(NC2=CC=C(C=C12)NC(=O)OC(C)(C)C)C(=O)O (3-bromo-5-({[(1,1-dimethylethyl)oxy]carbonyl}amino)-1H-indole-2-carboxylic acid). The yield is 90.1%. Reaction SMILES: [OH-].[Li+].[Br:3][C:4]1[C:12]2[C:7](=[CH:8][CH:9]=[C:10]([NH:13][C:14]([O:16][C:17]([CH3:20])([CH3:19])[CH3:18])=[O:15])[CH:11]=2)[NH:6][C:5]=1[C:21]([O:23]CC)=[O:22].CO.O>C1COCC1>[Br:3][C:4]1[C:12]2[C:7](=[CH:8][CH:9]=[C:10]([NH:13][C:14]([O:16][C:17]([CH3:20])([CH3:18])[CH3:19])=[O:15])[CH:11]=2)[NH:6][C:5]=1[C:21]([OH:23])=[O:22] |f:0.1|. Procedure: Lithium hydroxide (0.113 g, 4.72 mmol) was added to a solution of ethyl 3-bromo-5-({[(1,1-dimethylethyl)oxy]carbonyl}amino)-1H-indole-2-carboxylate (0.181 g, 0.472 mmol) in THF:methanol:water/3:1:1 (5 mL). The mixture was stirred at room temperature overnight. The solvent was evaporated and the residue was taken up in water, acidified with 1 N aqueous HCl and extracted with ethyl acetate. The organic layer was dried over sodium sulfate and concentrated to give the title compound (0.151 g, 77%) a... Reactants: CS(=O)(=O)O[C@@H](CC(=O)N)CCCCCCCCCCCCC ((R)-3-methanesulfonyloxyhexadecanamide), [N-]=[N+]=[N-].[Na+] (sodium azide). The solvent is CN(C=O)C (N,N-dimethylformamide). Yields the product N(=[N+]=[N-])[C@H](CC(=O)N)CCCCCCCCCCCCC ((S)-3-azidohexadecanamide). Yield: 51.6%. Reaction SMILES: CS(O[C@H:6]([CH2:11][CH2:12][CH2:13][CH2:14][CH2:15][CH2:16][CH2:17][CH2:18][CH2:19][CH2:20][CH2:21][CH2:22][CH3:23])[CH2:7][C:8]([NH2:10])=[O:9])(=O)=O.[N-:24]=[N+:25]=[N-:26].[Na+]>CN(C)C=O>[N:24]([C@@H:6]([CH2:11][CH2:12][CH2:13][CH2:14][CH2:15][CH2:16][CH2:17][CH2:18][CH2:19][CH2:20][CH2:21][CH2:22][CH3:23])[CH2:7][C:8]([NH2:10])=[O:9])=[N+:25]=[N-:26] |f:1.2|. Procedure: A solution of (R)-3-methanesulfonyloxyhexadecanamide (32 mg) and sodium azide (12 mg) in N,N-dimethylformamide (1 ml) was heated at 60° C. for 2 hours. The cooled mixture was partitioned between ethyl acetate (20 ml) and water (10 ml). The organic phase was washed with water (10 ml), and brine (10 ml), dried, and concentrated under vacuum, then the residue was recrystallized at -20° C. from a mixture of ethyl acetate (0.2 ml) and n-hexane (2 ml) to give (S)-3-azidohexadecanamide (14 mg). The reactants are [Si](C)(C)(C(C)(C)C)OCCCCCC(C=C)CCCC (8-(tert-butyldimethylsilyloxy)-3-butyloct-1-ene), [F-].C(CCC)[N+](CCCC)(CCCC)CCCC (tetrabutylammonium fluoride). Run in C1CCOC1 (THF). Conditions: time 24 hour. Yields the product C(CCC)C(CCCCCO)C=C (6-Butyloct-7-en-1-ol). As a reaction SMILES: [Si]([O:8][CH2:9][CH2:10][CH2:11][CH2:12][CH2:13][CH:14]([CH2:17][CH2:18][CH2:19][CH3:20])[CH:15]=[CH2:16])(C(C)(C)C)(C)C.[F-].C([N+](CCCC)(CCCC)CCCC)CCC>C1COCC1>[CH2:17]([CH:14]([CH:15]=[CH2:16])[CH2:13][CH2:12][CH2:11][CH2:10][CH2:9][OH:8])[CH2:18][CH2:19][CH3:20] |f:1.2|. Procedure details: 8-(tert-butyldimethylsilyloxy)-3-butyloct-1-ene (4.0 g, 13.4 mmol) was added to a solution of tetrabutylammonium fluoride (1 M, 14 ml) in THF, and the mixture was stirred at ambient temperature for 24 h. Standard work-up followed by PMPLC yielded 2.05 g (83%) of 6-butyl-7-en-1-ol. Reactants: COCOCC(C)(O)Cn1cc([N+](=O)[O-])nc1Cl, [H-], [Na+], CN(C)C=O. Product: COCOCC1(C)Cn2cc([N+](=O)[O-])nc2O1. Reaction SMILES: [Cl:3][c:4]1[n:5]([CH2:12][C:13]([CH2:14][O:15][CH2:16][O:17][CH3:18])([CH3:19])[OH:20])[cH:6][c:7]([N+:9](=[O:10])[O-:11])[n:8]1.[H-:1].[Na+:2].[O:21]=[CH:22][N:23]([CH3:24])[CH3:25]>>[c:4]12[n:5]([cH:6][c:7]([N+:9](=[O:10])[O-:11])[n:8]1)[CH2:12][C:13]([CH2:14][O:15][CH2:16][O:17][CH3:18])([CH3:19])[O:20]2. The reactants are Cc1cc(-c2cccc(C(=O)CC(=O)Nc3cc(Cl)c(C)cc3NC(=O)OC(C)(C)C)c2)ccn1, ClCCl, O=C(O)C(F)(F)F. Product: Cc1cc(-c2cccc(C3=Nc4cc(C)c(Cl)cc4NC(=O)C3)c2)ccn1. RXN SMILES: [C:1]([O:2][C:3](=[O:4])[NH:7][c:8]1[c:9]([NH:16][C:17]([CH2:18][C:19](=[O:5])[c:21]2[cH:22][c:23](-[c:27]3[cH:28][c:29]([CH3:33])[n:30][cH:31][cH:32]3)[cH:24][cH:25][cH:26]2)=[O:34])[cH:10][c:11]([Cl:15])[c:12]([CH3:14])[cH:13]1)([CH3:6])([CH3:20])[CH3:35].[Cl:43][CH2:44][Cl:45].[F:36][C:37]([F:38])([F:39])[C:40]([OH:41])=[O:42]>>[N:7]1=[C:19]([c:21]2[cH:22][c:23](-[c:27]3[cH:28][c:29]([CH3:33])[n:30][cH:31][cH:32]3)[cH:24][cH:25][cH:26]2)[CH2:18][C:17](=[O:34])[NH:16][c:9]2[c:8]1[cH:13][c:12]([CH3:14])[c:11]([Cl:15])[cH:10]2. Starting materials: S(=O)(Cl)Cl (Thionyl chloride), COC=1C=C(C(=O)OC)C=CC1N(CCO)CCO (methyl 3-methoxy-4-[bis(2-hydroxyethyl)amino]benzoate), C(Cl)Cl (methylene chloride). Run at time 3 hour. The product is COC=1C=C(C(=O)OC)C=CC1N(CCCl)CCCl (Methyl 3-methoxy-4-[N,N-bis(2-chloroethyl)amino]benzoate). Yield: 88.0%. RXN SMILES: S(Cl)([Cl:3])=O.[CH3:5][O:6][C:7]1[CH:8]=[C:9]([CH:14]=[CH:15][C:16]=1[N:17]([CH2:21]CO)[CH2:18][CH2:19]O)[C:10]([O:12][CH3:13])=[O:11].[CH2:24]([Cl:26])Cl>>[CH3:5][O:6][C:7]1[CH:8]=[C:9]([CH:14]=[CH:15][C:16]=1[N:17]([CH2:21][CH2:24][Cl:26])[CH2:18][CH2:19][Cl:3])[C:10]([O:12][CH3:13])=[O:11]. Reported procedure: Thionyl chloride (0.7 ml; 9.6 mmol) was added to a solution of 1.0 g (3.7 mmol) of methyl 3-methoxy-4-[bis(2-hydroxyethyl)amino]benzoate in 20 ml of methylene chloride, followed by stirring at room temperature for 3 hours. After the solvent was distilled out under reduced pressure, methylene chloride was added again in a small amount and was then distilled out under reduced pressure. This procedure was repeated twice. The resultant mixture was evaporated to dryness under reduced pressure, whereb...